This data is from the Open Reaction Database (ORD), a public repository of structured organic reaction records. The task is: describe an organic reaction: reactants, conditions, products, and yield The reactants are ClP(C1=CC(=CC(=C1)C)C)C1=CC(=CC(=C1)C)C (Chlorobis(3,5-dimethylphenyl)phosphine), OO (H2O2), BrC1=CC(=CC(=C1)OC)OC (1-Bromo-3,5-dimethoxybenzene), [Mg] (magnesium). The reagents and catalysts are II (I2). Solvent: C1CCOC1 (THF), O (H2O), C1CCOC1 (THF), C1CCOC1 (THF). Reaction conditions: time 0.5 hour. Product: COC=1C=C(C=C(C1)OC)P(C1=CC(=CC(=C1)C)C)(C1=CC(=CC(=C1)C)C)=O ((3,5-dimethoxyphenyl)bis(3,5-dimethylphenyl)phosphine oxide). Yield: 88.0%. Reaction SMILES: Br[C:2]1[CH:7]=[C:6]([O:8][CH3:9])[CH:5]=[C:4]([O:10][CH3:11])[CH:3]=1.[Mg].Cl[P:14]([C:23]1[CH:28]=[C:27]([CH3:29])[CH:26]=[C:25]([CH3:30])[CH:24]=1)[C:15]1[CH:20]=[C:19]([CH3:21])[CH:18]=[C:17]([CH3:22])[CH:16]=1.[OH:31]O>C1COCC1.II.O>[CH3:11][O:10][C:4]1[CH:3]=[C:2]([P:14](=[O:31])([C:23]2[CH:28]=[C:27]([CH3:29])[CH:26]=[C:25]([CH3:30])[CH:24]=2)[C:15]2[CH:20]=[C:19]([CH3:21])[CH:18]=[C:17]([CH3:22])[CH:16]=2)[CH:7]=[C:6]([O:8][CH3:9])[CH:5]=1. Procedure details: 1-Bromo-3,5-dimethoxybenzene (20.2 g, 93 mmol) in THF (80 ml) was added to a flask (500 ml) with magnesium (2.4 g, 99 mmol) and I2 (20 mg) in THF (100 ml) at 60° C. The mixture was refluxed for 2 h after the addition was completed. It was cooled to RT. The resulting light brown solution was transferred to another flask (250 ml). It was cooled to −78° C. Chlorobis(3,5-dimethylphenyl)phosphine (27.4 g, 99 mmol) in THF (100 ml) was added dropwise at −78° C. within 1 h. The resulting mixture was sti... Reactants: N1N=CC(=C1)C1=CC2=C(C=3N=C(SC3CCO2)C(=O)O)C=C1 (8-(1H-Pyrazol-4-yl)-4,5-dihydro-6-oxa-3-thia-1-aza-benzo[e]azulene-2-carboxylic acid), N1(CCNCC1)C(=O)C1OCCC1 (piperazin-1-yl(tetrahydrofuran-2-yl)methanone). Yields the product N1N=CC(=C1)C1=CC2=C(C=3N=C(SC3CCO2)C(=O)N2CCN(CC2)C(=O)[C@@H]2OCCC2)C=C1 ([8-(1H-Pyrazol-4-yl)-4,5-dihydro-6-oxa-3-thia-1-aza-benzo[e]azulen-2-yl]-[4-((R)-tetrahydro-furan-2-carbonyl)-piperazin-1-yl]-methanone). RXN SMILES: [NH:1]1[CH:5]=[C:4]([C:6]2[CH:22]=[CH:21][C:9]3[C:10]4[N:11]=[C:12]([C:18](O)=[O:19])[S:13][C:14]=4[CH2:15][CH2:16][O:17][C:8]=3[CH:7]=2)[CH:3]=[N:2]1.[N:23]1([C:29]([CH:31]2[CH2:35][CH2:34][CH2:33][O:32]2)=[O:30])[CH2:28][CH2:27][NH:26][CH2:25][CH2:24]1>>[NH:1]1[CH:5]=[C:4]([C:6]2[CH:22]=[CH:21][C:9]3[C:10]4[N:11]=[C:12]([C:18]([N:26]5[CH2:27][CH2:28][N:23]([C:29]([C@H:31]6[CH2:35][CH2:34][CH2:33][O:32]6)=[O:30])[CH2:24][CH2:25]5)=[O:19])[S:13][C:14]=4[CH2:15][CH2:16][O:17][C:8]=3[CH:7]=2)[CH:3]=[N:2]1. Reported procedure: Following the procedure for 103, 8-(1H-Pyrazol-4-yl)-4,5-dihydro-6-oxa-3-thia-1-aza-benzo[e]azulene-2-carboxylic acid (50.0 mg, 0.2 mmol) was reacted with piperazin-1-yl(tetrahydrofuran-2-yl)methanone (1.2 equiv) to give 184 (19.3 mg, M+1 480.1) Starting materials: CCCCCN, [Cl-], Clc1nc(Cl)c2c(n1)CCC2, [NH4+]. The product is CCCCCNc1nc(Cl)nc2c1CCC2. RXN SMILES: [CH2:12]([CH2:13][CH2:14][CH2:15][CH3:16])[NH2:17].[Cl-:18].[Cl:1][c:2]1[n:3][c:4]([Cl:11])[c:5]2[c:6]([n:7]1)[CH2:8][CH2:9][CH2:10]2.[NH4+:19]>>[Cl:1][c:2]1[n:3][c:4]([NH:17][CH2:12][CH2:13][CH2:14][CH2:15][CH3:16])[c:5]2[c:6]([n:7]1)[CH2:8][CH2:9][CH2:10]2. Starting materials: Oc1cccnc1Br, O=C([O-])[O-], O=C([O-])C(F)(F)Cl, [Cs+], [Cs+], [Na+], CN(C)C=O, O. Yields the product FC(F)Oc1cccnc1Br. Reaction SMILES: [Br:1][c:2]1[n:3][cH:4][cH:5][cH:6][c:7]1[OH:8].[C:17](=[O:18])([O-:19])[O-:20].[Cl:9][C:10]([C:11]([O-:12])=[O:13])([F:14])[F:15].[Cs+:21].[Cs+:22].[Na+:16].[O:23]=[CH:24][N:25]([CH3:26])[CH3:27].[OH2:28]>>[Br:1][c:2]1[n:3][cH:4][cH:5][cH:6][c:7]1[O:8][CH:10]([F:14])[F:15]. The reactants are COc1ccc(-c2cc(=S)n(C)c(=O)n2C)cc1OC, CI, Cc1cc(C)c(N)c(C)c1, C1CCOC1. The product is COc1ccc(-c2cc(=Nc3c(C)cc(C)cc3C)n(C)c(=O)n2C)cc1OC. RXN SMILES: [CH3:1][O:2][c:3]1[cH:4][c:5](-[c:11]2[cH:12][c:13](=[S:20])[n:14]([CH3:19])[c:15](=[O:18])[n:16]2[CH3:17])[cH:6][cH:7][c:8]1[O:9][CH3:10].[CH3:21][I:22].[CH3:23][c:24]1[c:25]([NH2:26])[c:27]([CH3:32])[cH:28][c:29]([CH3:31])[cH:30]1.[O:33]1[CH2:34][CH2:35][CH2:36][CH2:37]1>>[CH3:1][O:2][c:3]1[cH:4][c:5](-[c:11]2[cH:12][c:13](=[N:26][c:25]3[c:24]([CH3:23])[cH:30][c:29]([CH3:31])[cH:28][c:27]3[CH3:32])[n:14]([CH3:19])[c:15](=[O:18])[n:16]2[CH3:17])[cH:6][cH:7][c:8]1[O:9][CH3:10]. Reactants: CC1C(=C(C=2CCCCC12)C)C (1,2,3-trimethyl-4,5,6,7-tetrahydroindene), [H][H] (hydrogen), resultant solution, [H-].[K+] (potassium hydride), C[Si](C)(C)Cl (trimethylsilyl chloride), [H-].[K+] (potassium hydride). Run in O (water), tetrahydrofuran anhydride, tetrahydrofuran anhydride. Reaction conditions: time 2 day. Product: CC1C(=C(C=2C(CCCC12)[Si](C)(C)C)C)C (1,2,3,-trimethyl-4,5,6,7-tetrahydroindenyltrimethylsilane). As a reaction SMILES: [CH3:1][CH:2]1[C:10]2[CH2:9][CH2:8][CH2:7][CH2:6][C:5]=2[C:4]([CH3:11])=[C:3]1[CH3:12].[H-].[K+].[H][H].[CH3:17][Si:18](Cl)([CH3:20])[CH3:19]>O>[CH3:1][CH:2]1[C:10]2[CH2:9][CH2:8][CH2:7][CH:6]([Si:18]([CH3:20])([CH3:19])[CH3:17])[C:5]=2[C:4]([CH3:11])=[C:3]1[CH3:12] |f:1.2|. Procedure: 19.6 g of 1,2,3-trimethyl-4,5,6,7-tetrahydroindene as obtained in Example 1-(3) was dissolved in 70 mL of tetrahydrofuran anhydride. Then the resultant solution was added dropwise at room temperature to 200 mL of suspension of 7.2 g of potassium hydride in tetrahydrofuran anhydride. After the elapse of 1.5 hour, the mixed solution was gradually heated and the reaction was continued under refluxing with heating for 4 hours. When hydrogen was no longer generated, the reaction solution was restored... Starting materials: CC1(OC(C(C(O1)=O)CC1=CC(=CC=C1)C(F)(F)F)=O)C (2,2-dimethyl-5-(3-(trifluoromethyl)benzyl)-1,3-dioxane-4,6-dione), Intermediate 15. Solvent: [OH-].[Na+] (NaOH). Yields the product FC(C=1C=C(CC(C(=O)O)C(=O)O)C=CC1)(F)F (2-(3-(Trifluoromethyl)benzyl)malonic acid). Reaction SMILES: CC1(C)[O:7][C:6](=[O:8])[CH:5]([CH2:9][C:10]2[CH:15]=[CH:14][CH:13]=[C:12]([C:16]([F:19])([F:18])[F:17])[CH:11]=2)[C:4](=[O:20])[O:3]1>[OH-].[Na+]>[F:17][C:16]([F:18])([F:19])[C:12]1[CH:11]=[C:10]([CH:15]=[CH:14][CH:13]=1)[CH2:9][CH:5]([C:6]([OH:8])=[O:7])[C:4]([OH:20])=[O:3] |f:1.2|. Reported procedure: A solution of 2,2-dimethyl-5-(3-(trifluoromethyl)benzyl)-1,3-dioxane-4,6-dione (4.0 g, 13.23 mmol, Intermediate 15: step a) in 40% aqueous NaOH (20 mL) was heated in a 93° C. oil bath for 48 hours. The mixture was then cooled to room temperature and extracted with EtOAc. The aqueous layer was acidified to pH 2 with 6 N aqueous HCl then extracted with EtOAc (2×). The combined EtOAc extracts were washed with H2O followed by brine and dried over Na2SO4. The mixture was filtered, solvent was removed...